From a dataset of the Open Reaction Database (ORD), a public repository of structured organic reaction records. describe an organic reaction: reactants, conditions, products, and yield Starting materials: S(=O)(Cl)Cl (thionyl chloride), C(=O)(O)[O-].[Na+] (NaHCO3), S1C2=C(C=C1)C=CC=C2C(=O)O (benzo[b]thiophene-7-carboxylic acid), N (ammonia). The solvent is CN(C)C=O (DMF), ClCCl (dichloromethane), O (water). Run at time 1 hour. Yields the product S1C2=C(C=C1)C=CC=C2C(=O)N (Benzo[b]thiophene-7-carboxylic acid amide). As a reaction SMILES: [S:1]1[CH:5]=[CH:4][C:3]2[CH:6]=[CH:7][CH:8]=[C:9]([C:10]([OH:12])=O)[C:2]1=2.S(Cl)(Cl)=O.[NH3:17].C([O-])(O)=O.[Na+]>ClCCl.O.CN(C=O)C>[S:1]1[CH:5]=[CH:4][C:3]2[CH:6]=[CH:7][CH:8]=[C:9]([C:10]([NH2:17])=[O:12])[C:2]1=2 |f:3.4|. Reported procedure: A solution of benzo[b]thiophene-7-carboxylic acid (505 mg, 2.84 mmol) in dichloromethane (10 mL) is stirred at rt and thionyl chloride (669 mg, 5.68 mmol, 2.0 equiv.) is added, followed by DMF (0.06 mL), causing gas evolution. The resulting solution is stirred at rt for 1 hour. Aqueous ammonia (10 mL) is then added cautiously to the mixture causing vigorous gas evolution. The resulting mixture is then diluted with water (50 mL), and pH is brought to neutral by adding saturated NaHCO3 (aq.). The ... Reactants: ClC1=NC=NC2=CC(=CC=C12)C1=C(C=CC=C1)C(F)(F)F (4-chloro-7-(2-trifluoromethyl-phenyl)-quinazoline), FC(C1=CC=C(N)C=C1)(F)F (4-(trifluoromethyl)-aniline). Solvent: C(C)(C)O (isopropyl alcohol). Product: FC(C1=CC=C(C=C1)NC1=NC=NC2=CC(=CC=C12)C1=C(C=CC=C1)C(F)(F)F)(F)F ((4-Trifluoromethyl-phenyl)-[7-(2-trifluoromethyl-phenyl)-quinazolin-4-yl]amine), Cl (HCl). Reaction SMILES: [Cl:1][C:2]1[C:11]2[C:6](=[CH:7][C:8]([C:12]3[CH:17]=[CH:16][CH:15]=[CH:14][C:13]=3[C:18]([F:21])([F:20])[F:19])=[CH:9][CH:10]=2)[N:5]=[CH:4][N:3]=1.[F:22][C:23]([F:32])([F:31])[C:24]1[CH:30]=[CH:29][C:27]([NH2:28])=[CH:26][CH:25]=1>C(O)(C)C>[F:22][C:23]([F:31])([F:32])[C:24]1[CH:25]=[CH:26][C:27]([NH:28][C:2]2[C:11]3[C:6](=[CH:7][C:8]([C:12]4[CH:17]=[CH:16][CH:15]=[CH:14][C:13]=4[C:18]([F:21])([F:20])[F:19])=[CH:9][CH:10]=3)[N:5]=[CH:4][N:3]=2)=[CH:29][CH:30]=1.[ClH:1]. Procedure details: Reflux a solution of 4-chloro-7-(2-trifluoromethyl-phenyl)-quinazoline (258 mg, 0.836 mmol) and 4-(trifluoromethyl)-aniline (269 mg, 1.67 mmol) in isopropyl alcohol for 8 hours. Cool the solution, collect the precipitate via filtration and wash with dry ether (3×) to give pure (4-Trifluoromethyl-phenyl)-[7-(2-trifluoromethyl-phenyl)-quinazolin-4-yl]amine (Cmpd 2) HCl salt. Mass spec. 433.1.